Dataset: the Open Reaction Database (ORD), a public repository of structured organic reaction records. Task: describe an organic reaction: reactants, conditions, products, and yield Starting materials: 6-methyl, CC1=CC2=C(NN=N2)C=C1 (5-Methylbenzotriazole), O1CCN(CC1)NC(=O)Cl (morpholinocarbamoyl chloride), C(C)N(C(=O)N1N=NC2=C1C=CC(=C2)C)C2=CC=CC=C2 (1-(N-Ethyl-N-phenylcarbamoyl)-5-methylbenzotriazole). Product: O1CCN(CC1)C(=O)N1N=NC2=C1C=CC(=C2)C (1-Morpholinocarbonyl-5-methylbenzotriazole). Reaction SMILES: CC1C=CC2NN=NC=2C=1.[O:11]1[CH2:16][CH2:15][N:14](NC(Cl)=O)[CH2:13][CH2:12]1.C(N(C1C=CC=CC=1)[C:24]([N:26]1[C:30]2[CH:31]=[CH:32][C:33]([CH3:35])=[CH:34][C:29]=2[N:28]=[N:27]1)=[O:25])C>>[O:11]1[CH2:12][CH2:13][N:14]([C:24]([N:26]2[C:30]3[CH:31]=[CH:32][C:33]([CH3:35])=[CH:34][C:29]=3[N:28]=[N:27]2)=[O:25])[CH2:15][CH2:16]1. Procedure: Compound 2 was prepared by treating 5-methylbenzotriazole (C) (8.89 g, 67 m.mole) with morpholinocarbamoyl chloride (E) (10 g, 67 m.mole) in a manner similar to that described in the preparation of (1). The product which included the 6-methyl isomer was crystallized from methanol (100 ml). Yield, 13.2 g, 81 percent, m.p. 81° to 82° C. (uncorr.).